This data is from the Open Reaction Database (ORD), a public repository of structured organic reaction records. The task is: describe an organic reaction: reactants, conditions, products, and yield Starting materials: CO, CC(CC=O)c1ccc(-c2ccc(F)cc2)cc1, N. Product: CC(CC(N)O)c1ccc(-c2ccc(F)cc2)cc1. As a reaction SMILES: [CH3:20][OH:21].[F:1][c:2]1[cH:3][cH:4][c:5](-[c:8]2[cH:9][cH:10][c:11]([CH:14]([CH2:15][CH:16]=[O:17])[CH3:18])[cH:12][cH:13]2)[cH:6][cH:7]1.[NH3:19]>>[F:1][c:2]1[cH:3][cH:4][c:5](-[c:8]2[cH:9][cH:10][c:11]([CH:14]([CH2:15][CH:16]([OH:17])[NH2:19])[CH3:18])[cH:12][cH:13]2)[cH:6][cH:7]1. The reactants are C(CC=C)[Mg]Br (3-butenylmagnesium bromide), C(CC=C)C1=CC(CC1)=O (3-(3-butenyl)cyclopent-2-enone), [Br-].[Li+] (lithium bromide). Reagents/catalysts: [Cu]I (copper(I) iodide). Solvent: O1CCCC1 (tetrahydrofuran), O1CCCC1 (tetrahydrofuran). Reaction conditions: temperature -78 celsius, time 40 minute. Product: C(CC=C)C1(CC(CC1)=O)CCC=C (3,3-dibut-3-enylcyclopentanone). As a reaction SMILES: [Br-].[Li+].[CH2:3]([Mg]Br)[CH2:4][CH:5]=[CH2:6].[CH2:9]([C:13]1[CH2:17][CH2:16][C:15](=[O:18])[CH:14]=1)[CH2:10][CH:11]=[CH2:12]>O1CCCC1.[Cu]I>[CH2:3]([C:13]1([CH2:9][CH2:10][CH:11]=[CH2:12])[CH2:17][CH2:16][C:15](=[O:18])[CH2:14]1)[CH2:4][CH:5]=[CH2:6] |f:0.1|. Procedure details: To a suspension of copper(I) iodide (2.6 g) and lithium bromide (1.2 g) in tetrahydrofuran (25 mL) was added dropwise a 0.5M tetrahydrofuran solution of 3-butenylmagnesium bromide (26.5 mL) under nitrogen atmosphere at −78° C. over 6 minutes, followed by stirring the reaction mixture at −78° C. for 40 minutes. Then, 5 minutes after addition of boron trifluoride diethyl ether complex (0.554 mL), to the reaction mixture was added 3-(3-butenyl)cyclopent-2-enone (0.6 g) obtained in Step 1. Half an h... Starting materials: O=[N+]([O-])c1cnc2[nH]ccc2c1Cl, NC1CCCCC1, CN(C)C=O. Product: O=[N+]([O-])c1cnc2[nH]ccc2c1NC1CCCCC1. RXN SMILES: [Cl:1][c:2]1[c:3]2[c:4]([n:5][cH:6][c:7]1[N+:8](=[O:9])[O-:10])[nH:11][cH:12][cH:13]2.[NH2:14][CH:15]1[CH2:16][CH2:17][CH2:18][CH2:19][CH2:20]1.[O:21]=[CH:22][N:23]([CH3:24])[CH3:25]>>[c:2]1([NH:14][CH:15]2[CH2:16][CH2:17][CH2:18][CH2:19][CH2:20]2)[c:3]2[c:4]([n:5][cH:6][c:7]1[N+:8](=[O:9])[O-:10])[nH:11][cH:12][cH:13]2. Starting materials: ClC=1C=C2C(N(C(NC2=CC1)=O)C1CCN(CC1)C1=NC=NC2=CC(=C(C=C12)OC)OC)=O (6-chloro-3-[1-(6,7-dimethoxy-4-quinazolinyl)-4-piperidinyl]-1,2,3,4-tetrahydro-2,4-dioxoquinazoline), C(C)I (ethyl iodide). Yields the product ClC=1C=C2C(N(C(N(C2=CC1)CC)=O)C1CCN(CC1)C1=NC=NC2=CC(=C(C=C12)OC)OC)=O (6-Chloro-3-[1-(6,7-dimethoxy-4-quinazolinyl)-4-piperidinyl]-1-ethyl-1,2,3,4-tetrahydro-2,4-dioxoquinazoline). Yield: 45.0%. Reaction SMILES: [Cl:1][C:2]1[CH:3]=[C:4]2[C:9](=[CH:10][CH:11]=1)[NH:8][C:7](=[O:12])[N:6]([CH:13]1[CH2:18][CH2:17][N:16]([C:19]3[C:28]4[C:23](=[CH:24][C:25]([O:31][CH3:32])=[C:26]([O:29][CH3:30])[CH:27]=4)[N:22]=[CH:21][N:20]=3)[CH2:15][CH2:14]1)[C:5]2=[O:33].[CH2:34](I)[CH3:35]>>[Cl:1][C:2]1[CH:3]=[C:4]2[C:9](=[CH:10][CH:11]=1)[N:8]([CH2:34][CH3:35])[C:7](=[O:12])[N:6]([CH:13]1[CH2:14][CH2:15][N:16]([C:19]3[C:28]4[C:23](=[CH:24][C:25]([O:31][CH3:32])=[C:26]([O:29][CH3:30])[CH:27]=4)[N:22]=[CH:21][N:20]=3)[CH2:17][CH2:18]1)[C:5]2=[O:33]. Procedure details: The procedure similar to that described in Example 1 was repeated, except that 300 mg (0.64 mmol) of Compound h was used in place of Compound 24 and ethyl iodide was used in place of methyl iodide. As a result, 145.9 mg (yield: 45%) of Compound 41 was obtained as white crystals. The reactants are FC1=CC=C(C=C1)C1CCC(N1)=O (5-(4-fluorophenyl)-pyrrolidin-2-one), C(OC(C)(C)C)(=O)OC(=O)[O-] (tert-butyl pyrocarbonate). The solvent is C1(=CC=CC=C1)C (toluene). Yields the product C(C)(C)(C)OC(=O)N1C(CCC1C1=CC=C(C=C1)F)=O (1-(tert-butyloxycarbonyl)-5-(4-fluorophenyl)-pyrrolidin-2-one). The yield is 61.9%. As a reaction SMILES: [F:1][C:2]1[CH:7]=[CH:6][C:5]([CH:8]2[NH:12][C:11](=[O:13])[CH2:10][CH2:9]2)=[CH:4][CH:3]=1.[C:14](OC([O-])=O)(=[O:20])[O:15][C:16]([CH3:19])([CH3:18])[CH3:17]>C1(C)C=CC=CC=1>[C:16]([O:15][C:14]([N:12]1[CH:8]([C:5]2[CH:4]=[CH:3][C:2]([F:1])=[CH:7][CH:6]=2)[CH2:9][CH2:10][C:11]1=[O:13])=[O:20])([CH3:19])([CH3:18])[CH3:17]. Reported procedure: 22.6 g (0.126 mol) of 5-(4-fluorophenyl)-pyrrolidin-2-one in 200 ml of toluene are boiled at reflux with 55 g (0.25 mol) of tert-butyl pyrocarbonate for 5 hours. After cooling the mixture, is washed repeatedly with water and the organic phase, is dried and concentrated under reduced pressure using a rotary evaporator. The residue is stirred with petroleum ether and the crystals are filtered off with suction. This gives 21.8 g (62% yield of theory) of 1-(tert-butyloxycarbonyl)-5-(4-fluorophenyl)-... The reactants are FC(S(=O)(=O)OC=1C=C2CC(CC2=CC1)N(CCC)CCC)(F)F (5-trifluoromethanesulfonyloxy-2-(di-n-propylamino)indan), C(=C)OCCCC (butyl vinyl ether), C1(=CC=CC=C1)P(CCCP(C1=CC=CC=C1)C1=CC=CC=C1)C1=CC=CC=C1 (1,3-bis(diphenylphosphino)propane), Cl (HCl). Reagents/catalysts: C(C)(=O)[O-].[Pd+2].C(C)(=O)[O-] (palladium acetate). The solvent is CN(C)C=O (DMF), C(C)N(CC)CC (triethylamine). Reaction conditions: temperature 80 celsius, time 0.5 hour. Product: C(C)(=O)C=1C=C2CC(CC2=CC1)N(CCC)CCC (5-Acetyl-2-(di-n-propylamino)indan). RXN SMILES: FC(F)(F)S(O[C:7]1[CH:8]=[C:9]2[C:13](=[CH:14][CH:15]=1)[CH2:12][CH:11]([N:16]([CH2:20][CH2:21][CH3:22])[CH2:17][CH2:18][CH3:19])[CH2:10]2)(=O)=O.[CH:25]([O:27]CCCC)=[CH2:26].C1(P(C2C=CC=CC=2)CCCP(C2C=CC=CC=2)C2C=CC=CC=2)C=CC=CC=1.Cl>CN(C=O)C.C([O-])(=O)C.[Pd+2].C([O-])(=O)C.C(N(CC)CC)C>[C:25]([C:7]1[CH:8]=[C:9]2[C:13](=[CH:14][CH:15]=1)[CH2:12][CH:11]([N:16]([CH2:20][CH2:21][CH3:22])[CH2:17][CH2:18][CH3:19])[CH2:10]2)(=[O:27])[CH3:26] |f:5.6.7|. Procedure details: To a solution of 5-trifluoromethanesulfonyloxy-2-(di-n-propylamino)indan (Example 2) in DMF is treated sequentially with triethylamine, butyl vinyl ether, 1,3-bis(diphenylphosphino)propane, and palladium acetate under nitrogen. The mixture is heated at 80° C. for 0.5 h. (J. Org. Chem. 1990, 55 3654). The reaction mixture is cooled to room temperature and treated with 5% HCl. After stirring for 0.5 h, the mixture is extracted with methylene chloride. The crude product is purified by chromatograph... Starting materials: C#CC(=O)OCC, CN(C)C=O, Ic1ccc(OCc2cccc(Oc3ccccc3)n2)cc1. Product: CCOC(=O)C=Cc1ccc(OCc2cccc(Oc3ccccc3)n2)cc1. Reaction SMILES: [CH3:23][CH2:24][O:25][C:26](=[O:27])[C:28]#[CH:29].[CH3:30][N:31]([CH3:32])[CH:33]=[O:34].[I:1][c:2]1[cH:3][cH:4][c:5]([O:6][CH2:7][c:8]2[n:9][c:10]([O:14][c:15]3[cH:16][cH:17][cH:18][cH:19][cH:20]3)[cH:11][cH:12][cH:13]2)[cH:21][cH:22]1>>[c:2]1([CH:29]=[CH:28][C:26]([O:25][CH2:24][CH3:23])=[O:27])[cH:3][cH:4][c:5]([O:6][CH2:7][c:8]2[n:9][c:10]([O:14][c:15]3[cH:16][cH:17][cH:18][cH:19][cH:20]3)[cH:11][cH:12][cH:13]2)[cH:21][cH:22]1.